Dataset: the Open Reaction Database (ORD), a public repository of structured organic reaction records. Task: describe an organic reaction: reactants, conditions, products, and yield The reactants are [BH4-], CO, COc1ccc(C(N)CC(=O)[O-])cc1OC, [Na+], O. Product: COc1ccc(C(N)CCO)cc1OC. RXN SMILES: [BH4-:17].[CH3:20][OH:21].[NH2:1][CH:2]([CH2:3][C:4](=[O:5])[O-:6])[c:7]1[cH:8][c:9]([O:15][CH3:16])[c:10]([O:13][CH3:14])[cH:11][cH:12]1.[Na+:18].[OH2:19]>>[NH2:1][CH:2]([CH2:3][CH2:4][OH:5])[c:7]1[cH:8][c:9]([O:15][CH3:16])[c:10]([O:13][CH3:14])[cH:11][cH:12]1.